Dataset: the Open Reaction Database (ORD), a public repository of structured organic reaction records. Task: describe an organic reaction: reactants, conditions, products, and yield The reagents and catalysts are C=1C=CC(=CC1)[P](C=2C=CC=CC2)(C=3C=CC=CC3)[Pd]([P](C=4C=CC=CC4)(C=5C=CC=CC5)C=6C=CC=CC6)([P](C=7C=CC=CC7)(C=8C=CC=CC8)C=9C=CC=CC9)[P](C=1C=CC=CC1)(C=1C=CC=CC1)C=1C=CC=CC1 (tetrakis(triphenylphosphine)palladium), [Cu]I (copper(I) iodide). Product: C(C)(C)(C)OC(=O)N1C(CCCC1)CCOC1=C(C(NC2=CC(=C(C=C12)C#CC1=NC=CN=C1)Cl)=O)C1=CC(=CC(=C1)C)C (2-{2-[7-chloro-3-(3,5-dimethylphenyl)-2-oxo-6-pyrazin-2-ylethynyl-1,2-dihydroquinolin4-yloxy]-ethyl}-piperidine-1-carboxylic acid tert-butyl ester). Reported procedure: To a solution of 2-{2-[7-chloro-3-(3,5-dimethylphenyl)-6-ethynyl-2-oxo-1,2-dihydroquinolin-4-yloxy]-ethyl}-piperidine-1-carboxylic acid tert-butyl ester (123 mg in 1.5 mL N,N-dimethylformamide) was added tetrakis(triphenylphosphine)palladium (13 mg) followed by copper(I) iodide (22 mg), n-propylamine (0.19 mL) and chloropyrazine (0.026 mL) and the mixture heated to 90° C. on an oil bath. After 10 minutes, the mixture was cooled to room temperature, diluted with diethyl ether and washed successiv... Starting materials: C(CC)N (n-propylamine), C(C)(C)(C)OC(=O)N1C(CCCC1)CCOC1=C(C(NC2=CC(=C(C=C12)C#C)Cl)=O)C1=CC(=CC(=C1)C)C (2-{2-[7-chloro-3-(3,5-dimethylphenyl)-6-ethynyl-2-oxo-1,2-dihydroquinolin-4-yloxy]-ethyl}-piperidine-1-carboxylic acid tert-butyl ester), ClC1=NC=CN=C1 (chloropyrazine). Reaction conditions: temperature 90 celsius, time 10 minute. As a reaction SMILES: [C:1]([O:5][C:6]([N:8]1[CH2:13][CH2:12][CH2:11][CH2:10][CH:9]1[CH2:14][CH2:15][O:16][C:17]1[C:26]2[C:21](=[CH:22][C:23]([Cl:29])=[C:24]([C:27]#[CH:28])[CH:25]=2)[NH:20][C:19](=[O:30])[C:18]=1[C:31]1[CH:36]=[C:35]([CH3:37])[CH:34]=[C:33]([CH3:38])[CH:32]=1)=[O:7])([CH3:4])([CH3:3])[CH3:2].C(N)CC.Cl[C:44]1[CH:49]=[N:48][CH:47]=[CH:46][N:45]=1>C(OCC)C.C1C=CC([P]([Pd]([P](C2C=CC=CC=2)(C2C=CC=CC=2)C2C=CC=CC=2)([P](C2C=CC=CC=2)(C2C=CC=CC=2)C2C=CC=CC=2)[P](C2C=CC=CC=2)(C2C=CC=CC=2)C2C=CC=CC=2)(C2C=CC=CC=2)C2C=CC=CC=2)=CC=1.[Cu]I>[C:1]([O:5][C:6]([N:8]1[CH2:13][CH2:12][CH2:11][CH2:10][CH:9]1[CH2:14][CH2:15][O:16][C:17]1[C:26]2[C:21](=[CH:22][C:23]([Cl:29])=[C:24]([C:27]#[C:28][C:44]3[CH:49]=[N:48][CH:47]=[CH:46][N:45]=3)[CH:25]=2)[NH:20][C:19](=[O:30])[C:18]=1[C:31]1[CH:36]=[C:35]([CH3:37])[CH:34]=[C:33]([CH3:38])[CH:32]=1)=[O:7])([CH3:3])([CH3:2])[CH3:4] |^1:58,60,79,98|. The solvent is C(C)OCC (diethyl ether). Reactants: CC(=O)Nc1ccc(-c2nc3c4ccccc4ccc3n2C)cc1, CN(C)C=O, [H-], [H][H], [Na+], O. The product is CNc1ccc(-c2nc3c4ccccc4ccc3n2C)cc1. RXN SMILES: [CH3:1][n:2]1[c:3](-[c:15]2[cH:16][cH:17][c:18]([NH:21][C:22](=[O:23])[CH3:24])[cH:19][cH:20]2)[n:4][c:5]2[c:6]1[cH:7][cH:8][c:9]1[cH:10][cH:11][cH:12][cH:13][c:14]21.[CH3:30][N:31]([CH3:32])[CH:33]=[O:34].[H-:26].[H:27][H:28].[Na+:25].[OH2:29]>>[CH3:1][n:2]1[c:3](-[c:15]2[cH:16][cH:17][c:18]([NH:21][CH3:22])[cH:19][cH:20]2)[n:4][c:5]2[c:6]1[cH:7][cH:8][c:9]1[cH:10][cH:11][cH:12][cH:13][c:14]21. The reactants are ClC=1C2=C(N=CN1)OC(=C2C2=CC=C(C=C2)CC)C2=CC=CC=C2 (4-chloro-5-(4-ethylphenyl)-6-phenylfuro[2,3-d]pyrimidine), Cl (hydrochloric acid), [OH-].[Na+] (sodium hydroxide), C(C)(C)(C)C(CO)CO (2-tert.-butylpropane-1,3-diol). The reagents and catalysts are S(=O)(=O)(O)[O-].C(CCC)[N+](CCCC)(CCCC)CCCC (tetra-n-butylammonium hydrogensulphate). The solvent is C1(=CC=CC=C1)C (toluene), COCCOC (1,2-dimethoxyethane), O (water). Run at temperature 70 celsius, time 17 hour. Product: C(C)C1=CC=C(C=C1)C1=C(OC=2N=CN=C(C21)OCC(CO)C(C)(C)C)C2=CC=CC=C2 (2-({[5-(4-Ethylphenyl)-6-phenylfuro[2,3-d]pyrimidin-4-yl]oxy}methyl)-3,3-dimethylbutan-1-ol). RXN SMILES: [OH-].[Na+].[C:3]([CH:7]([CH2:10][OH:11])[CH2:8][OH:9])([CH3:6])([CH3:5])[CH3:4].Cl[C:13]1[C:14]2[C:21]([C:22]3[CH:27]=[CH:26][C:25]([CH2:28][CH3:29])=[CH:24][CH:23]=3)=[C:20]([C:30]3[CH:35]=[CH:34][CH:33]=[CH:32][CH:31]=3)[O:19][C:15]=2[N:16]=[CH:17][N:18]=1.Cl>C1(C)C=CC=CC=1.COCCOC.O.S([O-])(O)(=O)=O.C([N+](CCCC)(CCCC)CCCC)CCC>[CH2:28]([C:25]1[CH:24]=[CH:23][C:22]([C:21]2[C:14]3[C:13]([O:9][CH2:8][CH:7]([C:3]([CH3:6])([CH3:5])[CH3:4])[CH2:10][OH:11])=[N:18][CH:17]=[N:16][C:15]=3[O:19][C:20]=2[C:30]2[CH:35]=[CH:34][CH:33]=[CH:32][CH:31]=2)=[CH:27][CH:26]=1)[CH3:29] |f:0.1,8.9|. Reported procedure: Add 2.7 ml of 11.25 N sodium hydroxide solution to a solution of 1974 mg (14.93 mmol) 2-tert.-butylpropane-1,3-diol in 25 ml toluene, 8 ml 1,2-dimethoxyethane and 8 ml water at 70° C. After adding 101 mg (0.30 mmol) tetra-n-butylammonium hydrogensulphate and 1000 mg (2.99 mmol) 4-chloro-5-(4-ethylphenyl)-6-phenylfuro[2,3-d]pyrimidine, stir the reaction mixture for 17 h at 70° C. After cooling to room temperature, adjust to pH 7 with concentrated hydrochloric acid. Extract with dichloromethane. W... Starting materials: C1CCOC1, COC(=O)C(C)Cc1ccc(S(=O)(=O)N2CCN(c3ccc(F)cc3C(F)(F)F)CC2C)s1, Cl, [Li+], [OH-], O. Yields the product CC(Cc1ccc(S(=O)(=O)N2CCN(c3ccc(F)cc3C(F)(F)F)CC2C)s1)C(=O)O. Reaction SMILES: [CH2:38]1[O:39][CH2:40][CH2:41][CH2:42]1.[CH3:1][O:2][C:3]([CH:4]([CH2:5][c:6]1[s:7][c:8]([S:11](=[O:12])(=[O:13])[N:14]2[CH:15]([CH3:31])[CH2:16][N:17]([c:20]3[c:21]([C:27]([F:28])([F:29])[F:30])[cH:22][c:23]([F:26])[cH:24][cH:25]3)[CH2:18][CH2:19]2)[cH:9][cH:10]1)[CH3:32])=[O:33].[ClH:37].[Li+:35].[OH-:34].[OH2:36]>>[O:2]=[C:3]([CH:4]([CH2:5][c:6]1[s:7][c:8]([S:11](=[O:12])(=[O:13])[N:14]2[CH:15]([CH3:31])[CH2:16][N:17]([c:20]3[c:21]([C:27]([F:28])([F:29])[F:30])[cH:22][c:23]([F:26])[cH:24][cH:25]3)[CH2:18][CH2:19]2)[cH:9][cH:10]1)[CH3:32])[OH:33]. Starting materials: CS(=O)(=O)Cl (Methane sulfonylchloride), C(C)(C)(C)OC=1C=C(C2=C(N=C(S2)OC(C)C)C1)[C@H](CO)O ((R)-1-(5-tert-Butoxy-2-isopropoxy-benzothiazol-7-yl)-ethane-1,2-diol). Run in N1=CC=CC=C1 (pyridine). Run at temperature 0 celsius, time 3.5 hour. Product: C(C)(C)(C)OC=1C=C(C2=C(N=C(S2)OC(C)C)C1)[C@H](COS(=O)(=O)C)O (Methanesulfonic acid (R)-2-(5-tert-butoxy-2-isopropoxy-benzothiazol-7-yl)-2-hydroxy-ethyl ester). RXN SMILES: [CH3:1][S:2](Cl)(=[O:4])=[O:3].[C:6]([O:10][C:11]1[CH:12]=[C:13]([C@@H:24]([OH:27])[CH2:25][OH:26])[C:14]2[S:18][C:17]([O:19][CH:20]([CH3:22])[CH3:21])=[N:16][C:15]=2[CH:23]=1)([CH3:9])([CH3:8])[CH3:7]>N1C=CC=CC=1>[C:6]([O:10][C:11]1[CH:12]=[C:13]([C@@H:24]([OH:27])[CH2:25][O:26][S:2]([CH3:1])(=[O:4])=[O:3])[C:14]2[S:18][C:17]([O:19][CH:20]([CH3:21])[CH3:22])=[N:16][C:15]=2[CH:23]=1)([CH3:7])([CH3:8])[CH3:9]. Procedure: Methane sulfonylchloride (35 mg) is added to a solution of (R)-1-(5-tert-Butoxy-2-isopropoxy-benzothiazol-7-yl)-ethane-1,2-diol (100 mg) in pyridine (2 ml) at 0° C. The reaction mixture is then stirred at 0° C. for 3.5 hours. The solvent is removed in vacuo, The resulting residue is partitioned between HCl(aq) (2M) and ether. The organics is washed with water (1×), brine (1×), dried over MgSO4, filtered and the solvent removed in vacuo to give the title compound. 1H nmr (CDCl3, 400 MHz); 7.20 (d... Reactants: CNC1CC(C(=O)OC)N(C(=O)OC(C)(C)C)C1, CCSC1=NC(=O)C(=Cc2ccc3c(cnn3Cc3ccc(Cl)cc3C(F)(F)F)c2)S1. Yields the product COC(=O)C1CC(N(C)C2=NC(=O)C(=Cc3ccc4c(cnn4Cc4ccc(Cl)cc4C(F)(F)F)c3)S2)CN1C(=O)OC(C)(C)C. As a reaction SMILES: [CH3:32][O:33][C:34](=[O:35])[CH:36]1[N:37]([C:43](=[O:44])[O:45][C:46]([CH3:47])([CH3:48])[CH3:49])[CH2:38][CH:39]([NH:41][CH3:42])[CH2:40]1.[Cl:1][c:2]1[cH:3][c:4]([C:28]([F:29])([F:30])[F:31])[c:5]([CH2:6][n:7]2[n:8][cH:9][c:10]3[cH:11][c:12]([CH:16]=[C:17]4[C:18](=[O:25])[N:19]=[C:20]([S:22][CH2:23][CH3:24])[S:21]4)[cH:13][cH:14][c:15]23)[cH:26][cH:27]1>>[Cl:1][c:2]1[cH:3][c:4]([C:28]([F:29])([F:30])[F:31])[c:5]([CH2:6][n:7]2[n:8][cH:9][c:10]3[cH:11][c:12]([CH:16]=[C:17]4[C:18](=[O:25])[N:19]=[C:20]([N:41]([CH:39]5[CH2:38][N:37]([C:43](=[O:44])[O:45][C:46]([CH3:47])([CH3:48])[CH3:49])[CH:36]([C:34]([O:33][CH3:32])=[O:35])[CH2:40]5)[CH3:42])[S:21]4)[cH:13][cH:14][c:15]23)[cH:26][cH:27]1.